From a dataset of the Open Reaction Database (ORD), a public repository of structured organic reaction records. describe an organic reaction: reactants, conditions, products, and yield Starting materials: CC(C)(C)OC(=O)N1CCCC1CO, CCI, [H-], [Na+], C1CCOC1. Yields the product CCOCC1CCCN1C(=O)OC(C)(C)C. Reaction SMILES: [C:3]([CH3:4])([CH3:5])([CH3:6])[O:7][C:8](=[O:9])[N:10]1[CH:11]([CH2:15][OH:16])[CH2:12][CH2:13][CH2:14]1.[CH2:17]([CH3:18])[I:19].[H-:1].[Na+:2].[O:20]1[CH2:21][CH2:22][CH2:23][CH2:24]1>>[C:3]([CH3:4])([CH3:5])([CH3:6])[O:7][C:8](=[O:9])[N:10]1[CH:11]([CH2:15][O:16][CH2:17][CH3:18])[CH2:12][CH2:13][CH2:14]1. Starting materials: [Al+3], CCOCC, COc1ccc(C(C)C)cc1-c1ccc(C(F)(F)F)cc1C#N, [H-], [H-], [H-], [H-], [Li+]. The product is COc1ccc(C(C)C)cc1-c1ccc(C(F)(F)F)cc1CN. RXN SMILES: [Al+3:25].[CH3:30][CH2:31][O:32][CH2:33][CH3:34].[CH:1]([CH3:2])([CH3:3])[c:4]1[cH:5][cH:6][c:7]([O:22][CH3:23])[c:8](-[c:10]2[c:11]([C:20]#[N:21])[cH:12][c:13]([C:16]([F:17])([F:18])[F:19])[cH:14][cH:15]2)[cH:9]1.[H-:24].[H-:27].[H-:28].[H-:29].[Li+:26]>>[CH:1]([CH3:2])([CH3:3])[c:4]1[cH:5][cH:6][c:7]([O:22][CH3:23])[c:8](-[c:10]2[c:11]([CH2:20][NH2:21])[cH:12][c:13]([C:16]([F:17])([F:18])[F:19])[cH:14][cH:15]2)[cH:9]1. Starting materials: C(C)(=O)O (acetic acid), C1(=CC=C(C=C1)C=O)C (p-tolualdehyde), O=O (oxygen). Reagents/catalysts: C(CCC)(=O)[O-].[Co+2].C(CCC)(=O)[O-] (cobalt butyrate), [Co] (cobalt). Run at temperature 115 celsius, time 150 minute. The product is C(C1=CC=C(C(=O)O)C=C1)(=O)O (terephthalic acid), 671. Yield: 95.0%. RXN SMILES: C1(C)[CH:6]=[CH:5][C:4]([CH:7]=[O:8])=[CH:3][CH:2]=1.[O:10]=O.[C:12]([OH:15])(=[O:14])[CH3:13]>C([O-])(=O)CCC.[Co+2].C([O-])(=O)CCC.[Co]>[C:7]([OH:8])(=[O:10])[C:4]1[CH:3]=[CH:2][C:13]([C:12]([OH:15])=[O:14])=[CH:6][CH:5]=1 |f:3.4.5|. Procedure: A stock solution consisting of 1000 g of glacial acetic acid, 26 g of cobalt butyrate (cobalt concentration 0.50% by weight based on the weight of the solvent) and 200 g of p-tolualdehyde was charged into the same reactor as that used in Example 1 at a rate of 160 ml/hr. The reaction solution was throughly mixed by the stirrer and air was blown therein while the temperature of the inside of the reactor was maintained at 115° C. The reaction was carried out at a reaction pressure of 30 kg/cm2 (i.... Starting materials: O=C([O-])[O-], Cc1c[nH]c2cc(O)ccc12, Cc1nc(-c2ccc(C(F)(F)F)cc2)sc1CCl, [Cs+], [Cs+]. The product is Cc1nc(-c2ccc(C(F)(F)F)cc2)sc1COc1ccc2c(C)c[nH]c2c1. RXN SMILES: [C:30](=[O:31])([O-:32])[O-:33].[CH3:1][c:2]1[cH:3][nH:4][c:5]2[cH:6][c:7]([OH:11])[cH:8][cH:9][c:10]12.[Cl:12][CH2:13][c:14]1[c:15]([CH3:29])[n:16][c:17](-[c:19]2[cH:20][cH:21][c:22]([C:25]([F:26])([F:27])[F:28])[cH:23][cH:24]2)[s:18]1.[Cs+:34].[Cs+:35]>>[CH3:1][c:2]1[cH:3][nH:4][c:5]2[cH:6][c:7]([O:11][CH2:13][c:14]3[c:15]([CH3:29])[n:16][c:17](-[c:19]4[cH:20][cH:21][c:22]([C:25]([F:26])([F:27])[F:28])[cH:23][cH:24]4)[s:18]3)[cH:8][cH:9][c:10]12. Reactants: Cl (hydrochloric acid), OC1=CC=C(C(=O)O)C=C1 (4-hydroxybenzoic acid), ClCCCCCCCCCCO (10-chloro-1-decanol), [OH-].[K+] (potassium hydroxide). Reagents/catalysts: [I-].[K+] (potassium iodide). The solvent is C(C)O (ethanol), O (water). Conditions: time 18 hour. Yields the product OCCCCCCCCCCOC1=CC=C(C(=O)O)C=C1 (4-(10-hydroxydecyloxy)benzoic acid). Isolated yield 57.9%. RXN SMILES: [OH:1][C:2]1[CH:10]=[CH:9][C:5]([C:6]([OH:8])=[O:7])=[CH:4][CH:3]=1.Cl[CH2:12][CH2:13][CH2:14][CH2:15][CH2:16][CH2:17][CH2:18][CH2:19][CH2:20][CH2:21][OH:22].[OH-].[K+].Cl>O.[I-].[K+].C(O)C>[OH:22][CH2:21][CH2:20][CH2:19][CH2:18][CH2:17][CH2:16][CH2:15][CH2:14][CH2:13][CH2:12][O:1][C:2]1[CH:10]=[CH:9][C:5]([C:6]([OH:8])=[O:7])=[CH:4][CH:3]=1 |f:2.3,6.7|. Reported procedure: A mixture of 4-hydroxybenzoic acid (69.0 g, 0.5 mol), 10-chloro-1-decanol (106 g, 0.55 mol), potassium hydroxide (75 g, 1.15 mol), potassium iodide (0.1 g), and absolute ethanol (300 mL) was heated to reflux with mechanical stirring for 18 h. The mixture was diluted with water (800 mL) and stirred 0.5 h at room temperature. The mixture was acidified with 12N hydrochloric acid (125 mL) and the mixture stirred for 5 h. The material was allowed to sit overnight and filtered. The solid was washed wi... The reactants are Cc1c(-c2ccc(C(N)=O)c3[nH]c4cc(C(C)(C)O)ccc4c23)cccc1N1CC(C(=O)O)CC1=O, ClCCCl, C1CCOC1, CNC, ClCCl, CN(C)C=O, On1nnc2ccccc21. Product: Cc1c(-c2ccc(C(N)=O)c3[nH]c4cc(C(C)(C)O)ccc4c23)cccc1N1CC(C(=O)N(C)C)CC1=O. Reaction SMILES: [C:1]([NH2:2])(=[O:3])[c:4]1[cH:5][cH:6][c:7](-[c:21]2[c:22]([CH3:36])[c:23]([N:27]3[CH2:28][CH:29]([C:33](=[O:34])[OH:35])[CH2:30][C:31]3=[O:32])[cH:24][cH:25][cH:26]2)[c:8]2[c:9]3[cH:10][cH:11][c:12]([C:17]([CH3:18])([CH3:19])[OH:20])[cH:13][c:14]3[nH:15][c:16]12.[CH2:40]([Cl:41])[CH2:42][Cl:43].[CH2:54]1[O:55][CH2:56][CH2:57][CH2:58]1.[CH3:37][NH:38][CH3:39].[Cl:59][CH2:60][Cl:61].[O:62]=[CH:63][N:64]([CH3:65])[CH3:66].[OH:44][n:45]1[c:46]2[c:47]([cH:48][cH:49][cH:50][cH:51]2)[n:52][n:53]1>>[C:1]([NH2:2])(=[O:3])[c:4]1[cH:5][cH:6][c:7](-[c:21]2[c:22]([CH3:36])[c:23]([N:27]3[CH2:28][CH:29]([C:33](=[O:35])[N:38]([CH3:37])[CH3:39])[CH2:30][C:31]3=[O:32])[cH:24][cH:25][cH:26]2)[c:8]2[c:9]3[cH:10][cH:11][c:12]([C:17]([CH3:18])([CH3:19])[OH:20])[cH:13][c:14]3[nH:15][c:16]12. Reaction conditions: temperature 90 celsius. The product is [N+](=O)([O-])C1=C(C=C(OCCCN2CCN(CC2)C(=O)OC(C)(C)C)C=C1)C(F)(F)F (tert-butyl 4-(3-(4-nitro-3-(trifluoromethyl)phenoxy)propyl)piperazine-1-carboxylate). Reaction SMILES: [N+:1]([C:4]1[CH:9]=[CH:8][C:7]([OH:10])=[CH:6][C:5]=1[C:11]([F:14])([F:13])[F:12])([O-:3])=[O:2].CS(O[CH2:20][CH2:21][CH2:22][N:23]1[CH2:28][CH2:27][N:26]([C:29]([O:31][C:32]([CH3:35])([CH3:34])[CH3:33])=[O:30])[CH2:25][CH2:24]1)(=O)=O.C(=O)([O-])[O-].[Cs+].[Cs+]>CC(N(C)C)=O>[N+:1]([C:4]1[CH:9]=[CH:8][C:7]([O:10][CH2:20][CH2:21][CH2:22][N:23]2[CH2:28][CH2:27][N:26]([C:29]([O:31][C:32]([CH3:33])([CH3:35])[CH3:34])=[O:30])[CH2:25][CH2:24]2)=[CH:6][C:5]=1[C:11]([F:12])([F:13])[F:14])([O-:3])=[O:2] |f:2.3.4|. Reported procedure: A 100 mL flask was charged with 4-nitro-3-(trifluoromethyl)phenol (commercially available from Acros; 0.31 g, 1.8 mmol), tert-butyl 4-(3-(methylsulfonyloxy)propyl)-piperazine-1-carboxylate (0.64 g, 2.0 mmol), cesium carbonate (1.2 g, 3.6 mmol) and DMA. The reaction mixture was heated to 90° C. for 15 hours. The reaction mixture was allowed to cool to room temperature, extracted with ethyl acetate and 10% aqueous lithium chloride solution. The organic solvent was removed on a rotary evaporator un... Run in CC(=O)N(C)C (DMA). Starting materials: [N+](=O)([O-])C1=C(C=C(C=C1)O)C(F)(F)F (4-nitro-3-(trifluoromethyl)phenol), CS(=O)(=O)OCCCN1CCN(CC1)C(=O)OC(C)(C)C (tert-butyl 4-(3-(methylsulfonyloxy)propyl)-piperazine-1-carboxylate), C([O-])([O-])=O.[Cs+].[Cs+] (cesium carbonate). The reactants are CC(C(=O)OCC)C(=O)OCC (diethyl methylmalonate), C1=C(C=CC2=CC=CC=C12)C1=C(CBr)C=CC=C1 (2-(2-Naphthyl)benzyl bromide). The reagents and catalysts are [Na] (sodium). Solvent: O (H2O), O (H2O), O (H2O), O (H2O). Reaction conditions: temperature 130 celsius. Product: C1=C(C=CC2=CC=CC=C12)C1=C(CC(C(=O)O)C)C=CC=C1 ((±)-2-(2-(2-naphthyl)benzyl)propionic acid). The yield is 83774.2%. Reaction SMILES: [CH3:1][CH:2]([C:8](OCC)=O)[C:3]([O:5]CC)=[O:4].[CH:13]1[C:22]2[C:17](=[CH:18][CH:19]=[CH:20][CH:21]=2)[CH:16]=[CH:15][C:14]=1[C:23]1[CH:30]=[CH:29][CH:28]=[CH:27][C:24]=1CBr>O.[Na]>[CH:13]1[C:22]2[C:17](=[CH:18][CH:19]=[CH:20][CH:21]=2)[CH:16]=[CH:15][C:14]=1[C:23]1[CH:30]=[CH:29][CH:28]=[CH:27][C:24]=1[CH2:8][CH:2]([CH3:1])[C:3]([OH:5])=[O:4] |^1:31|. Reported procedure: 70 g (0.37 mmol) of diethyl methylmalonate dissolved in 50 cm3 of H2O-free EtOH were added dropwise at room temperature to 8.5 g (0.37 mmol) of sodium in 100 cm3 of H2O-free EtOH. 110 g (0.37 mmol) of 26 in 200 cm3 of H2O-free EtOH were subsequently added dropwise, and the mixture was refluxed for 3 hours. 62 g (1.1 mol) of KOB dissolved in 100 cm3 of H2O were added at room temperature, and the mixture was refluxed for a further 4 hours. The solvent was removed in vacuo, H2O was added to the res... The reactants are [N+](=O)([O-])C1=CC2=C(SCC(N2C(C(=O)OCC)C)=S)C=C1 (ethyl 2-(6-nitro-3-thioxo-2H-benzo[b][1,4]thiazin-4(3H)-yl)propanoate), O.NN (hydrazine hydrate). Run in CCO (EtOH). Yields the product CC1N2C(=NNC1=O)CSC1=C2C=C(C=C1)[N+](=O)[O-] (1-methyl-9-nitro-3,5-dihydrobenzo[5,6][1,4]thiazino[3,4-c][1,2,4]-triazin-2(1H)-one). Yield: 77.1%. As a reaction SMILES: [N+:1]([C:4]1[CH:21]=[CH:20][C:7]2[S:8][CH2:9][C:10](=S)[N:11]([CH:12]([CH3:18])[C:13](OCC)=[O:14])[C:6]=2[CH:5]=1)([O-:3])=[O:2].O.[NH2:23][NH2:24]>CCO>[CH3:18][CH:12]1[C:13](=[O:14])[NH:24][N:23]=[C:10]2[CH2:9][S:8][C:7]3[CH:20]=[CH:21][C:4]([N+:1]([O-:3])=[O:2])=[CH:5][C:6]=3[N:11]12 |f:1.2|. Procedure: To a solution of ethyl 2-(6-nitro-3-thioxo-2H-benzo[b][1,4]thiazin-4(3H)-yl)propanoate (0.475 g, 1.455 mmol) in EtOH (30 mL) was added hydrazine hydrate (0.364 g, 7.28 mmol) and the mixture was then heated at reflux for 16 h. After cooling to ambient temperature gradually, the precipitate was collected by filtration to give 1-methyl-9-nitro-3,5-dihydrobenzo[5,6][1,4]thiazino[3,4-c][1,2,4]-triazin-2(1H)-one (0.312 g, 77%), which was used in the next step directly without further purification. TLC...